This data is from the Open Reaction Database (ORD), a public repository of structured organic reaction records. The task is: describe an organic reaction: reactants, conditions, products, and yield Solvent: O (water). Reaction SMILES: C([N:4]1[CH:8]=[C:7]([C:9]2[N:31]([S:32]([C:35]3[CH:41]=[CH:40][C:38]([CH3:39])=[CH:37][CH:36]=3)(=[O:34])=[O:33])[C:12]3=[N:13][CH:14]=[C:15]([Cl:30])[C:16]([C:17]4[S:21][C:20]([C:22]5([O:26][CH2:27][O:28][CH3:29])[CH2:25][CH2:24][CH2:23]5)=[N:19][CH:18]=4)=[C:11]3[CH:10]=2)[CH:6]=[N:5]1)C=C.[CH3:42][C:43]([CH3:45])=[O:44].C[N+]1([O-])CC[O:50]CC1>O.O.[O-][Os]([O-])(=O)=O.[K+].[K+].O>[Cl:30][C:15]1[C:16]([C:17]2[S:21][C:20]([C:22]3([O:26][CH2:27][O:28][CH3:29])[CH2:23][CH2:24][CH2:25]3)=[N:19][CH:18]=2)=[C:11]2[CH:10]=[C:9]([C:7]3[CH:6]=[N:5][N:4]([CH2:42][CH:43]([OH:44])[CH2:45][OH:50])[CH:8]=3)[N:31]([S:32]([C:35]3[CH:41]=[CH:40][C:38]([CH3:39])=[CH:37][CH:36]=3)(=[O:34])=[O:33])[C:12]2=[N:13][CH:14]=1 |f:3.4.5.6.7|. The reactants are C(C=C)N1N=CC(=C1)C1=CC=2C(=NC=C(C2C2=CN=C(S2)C2(CCC2)OCOC)Cl)N1S(=O)(=O)C1=CC=C(C)C=C1 (5-(2-(1-allyl-1H-pyrazol-4-yl)-5-chloro-1-tosyl-1H-pyrrolo[2,3-b]pyridin-4-yl)-2-(1-(methoxymethoxy)cyclobutyl)thiazole), CC(=O)C (acetone), C[N+]1(CCOCC1)[O-] (N-methylmorpholine-N-oxide). Run at time 8 hour. Reported procedure: To an ambient solution of 5-(2-(1-allyl-1H-pyrazol-4-yl)-5-chloro-1-tosyl-1H-pyrrolo[2,3-b]pyridin-4-yl)-2-(1-(methoxymethoxy)cyclobutyl)thiazole (Example 14A) (1.5 g, 2.458 mmol) in a solvent mixture of acetone (6.15 mL) and water (2.05 mL) was added potassium osmate (VI) dihydrate (9.06 mg, 0.025 mmol) followed by N-methylmorpholine-N-oxide (0.288 g, 2.458 mmol). The reaction was stirred overnight and was then quenched by the addition of 10% aqueous sodium thiosulfate solution (10 mL) and ethy... Reagents/catalysts: O.O.[O-][Os](=O)(=O)[O-].[K+].[K+] (potassium osmate (VI) dihydrate). Yields the product ClC=1C(=C2C(=NC1)N(C(=C2)C=2C=NN(C2)CC(CO)O)S(=O)(=O)C2=CC=C(C)C=C2)C2=CN=C(S2)C2(CCC2)OCOC (3-(4-(5-chloro-4-(2-(1-(methoxymethoxy)cyclobutyl)thiazol-5-yl)-1-tosyl-1H-pyrrolo[2,3-b]pyridin-2-yl)-1H-pyrazol-1-yl)propane-1,2-diol). The solvent is CN(C)C=O (DMF), CN(C)C=O (dmf), CN(C)C=O (DMF). The reactants are CC(Cl)c1cccnc1, O=C(O)CC[C@@H]1CCCN2CCCC[C@H]12. Product: CC(OC(=O)CC[C@@H]1CCCN2CCCC[C@H]12)c1cccnc1. Run at temperature 70 celsius, time 16 hour. Reagents/catalysts: O=C([O-])[O-].[Cs+].[Cs+] (cesium carbonate), [I-].[K+] (potassium iodide). The reactants are C(C)(C)(C)OC(=O)NC=1C=NC2=C(C=CC=C2C1N1C=NC=C1)NC(C1=C(C=CC=C1Cl)Cl)=O (3-tert-butoxycarbonylamino-8-(2,6-dichlorobenzoylamino)-4-(imidazol-1-yl)quinoline), FC(C(=O)O)(F)F (trifluoroacetic acid). The solvent is ClCCl (dichloromethane). Conditions: time 2 hour. Yields the product NC=1C=NC2=C(C=CC=C2C1N1C=NC=C1)NC(C1=C(C=CC=C1Cl)Cl)=O (3-amino-8-(2,6-dichlorobenzoylamino)-4-(imidazol-1-yl)quinoline). The yield is 83.7%. As a reaction SMILES: C(OC([NH:8][C:9]1[CH:10]=[N:11][C:12]2[C:17]([C:18]=1[N:19]1[CH:23]=[CH:22][N:21]=[CH:20]1)=[CH:16][CH:15]=[CH:14][C:13]=2[NH:24][C:25](=[O:34])[C:26]1[C:31]([Cl:32])=[CH:30][CH:29]=[CH:28][C:27]=1[Cl:33])=O)(C)(C)C.FC(F)(F)C(O)=O>ClCCl>[NH2:8][C:9]1[CH:10]=[N:11][C:12]2[C:17]([C:18]=1[N:19]1[CH:23]=[CH:22][N:21]=[CH:20]1)=[CH:16][CH:15]=[CH:14][C:13]=2[NH:24][C:25](=[O:34])[C:26]1[C:27]([Cl:33])=[CH:28][CH:29]=[CH:30][C:31]=1[Cl:32]. Reported procedure: To a solution of 3-tert-butoxycarbonylamino-8-(2,6-dichlorobenzoylamino)-4-(imidazol-1-yl)quinoline (869 mg) in dichloromethane (2 ml) was added trifluoroacetic acid (5 ml) under ice-cooling, and the mixture was stirred for 2 hours at ambient temperature. The mixture was partitioned between dichloromethane and saturated sodium bicarbonate solution. The organic layer was washed with brine, dried over magnesium sulfate and evaporated in vacuo. The residue was crystallized from isopropyl alcohol to... Starting materials: CCOC(=O)c1nc(-c2ccccc2)sc1CN1CCN(C(=O)OC(C)(C)C)CC1, CO, [Na+], C1CCOC1, [OH-]. Product: CC(C)(C)OC(=O)N1CCN(Cc2sc(-c3ccccc3)nc2C(=O)O)CC1. RXN SMILES: [C:3]([CH3:4])([CH3:5])([CH3:6])[O:7][C:8](=[O:9])[N:10]1[CH2:11][CH2:12][N:13]([CH2:16][c:17]2[c:18]([C:28](=[O:29])[O:30][CH2:31][CH3:32])[n:19][c:20](-[c:22]3[cH:23][cH:24][cH:25][cH:26][cH:27]3)[s:21]2)[CH2:14][CH2:15]1.[CH3:33][OH:34].[Na+:2].[O:35]1[CH2:36][CH2:37][CH2:38][CH2:39]1.[OH-:1]>>[C:3]([CH3:4])([CH3:5])([CH3:6])[O:7][C:8](=[O:9])[N:10]1[CH2:11][CH2:12][N:13]([CH2:16][c:17]2[c:18]([C:28](=[O:29])[OH:30])[n:19][c:20](-[c:22]3[cH:23][cH:24][cH:25][cH:26][cH:27]3)[s:21]2)[CH2:14][CH2:15]1. The reactants are N1(CCNCC1)C(=O)NC=1C=C2C=C(NC2=CC1)C(=O)N1CCN(CC1)C1=NC=CC=C1NC(C)C (1-[5-(1-piperazinylcarbonylamino)-indole-2-carbonyl]-4-[3-(1-methylethylamino)-2-pyridinyl]piperazine), C(#N)[BH3-].[Na+] (sodium cyanoborohydride), CC(=O)C (acetone), C(#N)[BH3-].[Na+] (sodium cyanoborohydride), CC(=O)C (acetone), [OH-].[Na+] (sodium hydroxide). The solvent is C(C)(=O)O (acetic acid), CO (methanol). Product: CC(C)N1CCN(CC1)C(=O)NC=1C=C2C=C(NC2=CC1)C(=O)N1CCN(CC1)C1=NC=CC=C1NC(C)C (1-[5-(4-(1-methylethyl)-1-piperazinylcarbonylamino)-indole-2-carbonyl]-4-[3-(1-methylethylamino)-2-pyridinyl]piperazine). As a reaction SMILES: [N:1]1([C:7]([NH:9][C:10]2[CH:11]=[C:12]3[C:16](=[CH:17][CH:18]=2)[NH:15][C:14]([C:19]([N:21]2[CH2:26][CH2:25][N:24]([C:27]4[C:32]([NH:33][CH:34]([CH3:36])[CH3:35])=[CH:31][CH:30]=[CH:29][N:28]=4)[CH2:23][CH2:22]2)=[O:20])=[CH:13]3)=[O:8])[CH2:6][CH2:5][NH:4][CH2:3][CH2:2]1.C([BH3-])#N.[Na+].[CH3:41][C:42]([CH3:44])=O.[OH-].[Na+]>CO.C(O)(=O)C>[CH3:41][CH:42]([N:4]1[CH2:3][CH2:2][N:1]([C:7]([NH:9][C:10]2[CH:11]=[C:12]3[C:16](=[CH:17][CH:18]=2)[NH:15][C:14]([C:19]([N:21]2[CH2:22][CH2:23][N:24]([C:27]4[C:32]([NH:33][CH:34]([CH3:36])[CH3:35])=[CH:31][CH:30]=[CH:29][N:28]=4)[CH2:25][CH2:26]2)=[O:20])=[CH:13]3)=[O:8])[CH2:6][CH2:5]1)[CH3:44] |f:1.2,4.5|. Procedure: To a solution of 1-[5-(1-piperazinylcarbonylamino)-indole-2-carbonyl]-4-[3-(1-methylethylamino)-2-pyridinyl]piperazine (EXAMPLE 46, 0.41 g) in methanol (50 ml) is added sodium cyanoborohydride (53 mg) and acetone (1 ml). Additional sodium cyanoborohydride (44.3 mg total) and excess acetone are added in portions until the reaction is complete as judged by TLC on silica gel. The mixture is acidified with acetic acid, neutralized with 50% aqueous sodium hydroxide and concentrated. The residue is di... Reactants: ClC1=CC(=CC(=N1)NCC1=CC=C(C=C1)OC)C1=CN(C2=NC=CC=C21)S(=O)(=O)C2=CC=CC=C2 (6-chloro-N-(4-methoxybenzyl)-4-(1-(phenylsulfonyl)-1H-pyrrolo[2,3-b]pyridin-3-yl)pyridin-2-amine), FC(C(=O)O)(F)F (trifluoroacetic acid). Solvent: C(Cl)Cl (CH2Cl2). Reaction conditions: temperature 35 celsius. Product: ClC1=CC(=CC(=N1)N)C1=CN(C2=NC=CC=C21)S(=O)(=O)C2=CC=CC=C2 (6-chloro-4-(1-(phenylsulfonyl)-1H-pyrrolo[2,3-b]pyridin-3-yl)pyridin-2-amine). Yield: 58.3%. As a reaction SMILES: [Cl:1][C:2]1[N:7]=[C:6]([NH:8]CC2C=CC(OC)=CC=2)[CH:5]=[C:4]([C:18]2[C:26]3[C:21](=[N:22][CH:23]=[CH:24][CH:25]=3)[N:20]([S:27]([C:30]3[CH:35]=[CH:34][CH:33]=[CH:32][CH:31]=3)(=[O:29])=[O:28])[CH:19]=2)[CH:3]=1.FC(F)(F)C(O)=O>C(Cl)Cl>[Cl:1][C:2]1[N:7]=[C:6]([NH2:8])[CH:5]=[C:4]([C:18]2[C:26]3[C:21](=[N:22][CH:23]=[CH:24][CH:25]=3)[N:20]([S:27]([C:30]3[CH:31]=[CH:32][CH:33]=[CH:34][CH:35]=3)(=[O:28])=[O:29])[CH:19]=2)[CH:3]=1. Procedure details: To a solution of Example 150a (0.500 g, 0.990 mmol) in CH2Cl2 (9 mL) was added trifluoroacetic acid (4 mL, 51.9 mmol). The mixture was heated at 35° C. for 6 hours and concentrated. The residue was treated with saturated NaHCO3 and extracted with EtOAc. The organic layer was concentrated. The crude was triturated with EtOAc/diethyl ether to give 222 mg of the title compound. The filtrate was concentrated and purified on a 12 g column using the ISCO Companion flash system eluting with CH2Cl2/EtOA... The reactants are [Si](C)(C)(C(C)(C)C)OCC=1SSC(=CC1)COC(C1=CC=CC=C1)=O (3-[(tert-butyldimethysilyloxy)methyl]-6-(benzoyloxymethyl)-1,2-dithiin), [F-].C(CCC)[N+](CCCC)(CCCC)CCCC (tetrabutylammonium fluoride), [F-].C(CCC)[N+](CCCC)(CCCC)CCCC (TBAF), solution, C(C)(=O)O (acetic acid). Solvent: C1CCOC1 (THF), C1CCOC1 (THF). Reaction conditions: time 2.5 hour. Yields the product C(C1=CC=CC=C1)(=O)OCC=1SSC(=CC1)CO (3-(Benzoyloxymethyl)-6-(hydroxymethyl)-1,2-dithiin). Yield: 52.9%. As a reaction SMILES: [Si]([O:8][CH2:9][C:10]1[S:11][S:12][C:13]([CH2:16][O:17][C:18](=[O:25])[C:19]2[CH:24]=[CH:23][CH:22]=[CH:21][CH:20]=2)=[CH:14][CH:15]=1)(C(C)(C)C)(C)C.[F-].C([N+](CCCC)(CCCC)CCCC)CCC.C(O)(=O)C>C1COCC1>[C:18]([O:17][CH2:16][C:13]1[S:12][S:11][C:10]([CH2:9][OH:8])=[CH:15][CH:14]=1)(=[O:25])[C:19]1[CH:24]=[CH:23][CH:22]=[CH:21][CH:20]=1 |f:1.2|. Procedure details: To a stirred solution of the 3-[(tert-butyldimethysilyloxy)methyl]-6-(benzoyloxymethyl)-1,2-dithiin (250 mg, 0.63 mg) obtained above in THF (0.2-0.3M) was added a premixed solution of tetrabutylammonium fluoride (TBAF, 800-1250 mol % of a 1M solution in THF) and acetic acid (1.75-2:1, v/v, 1M TBAF/HOAc) at room temperature. The mixture was stired for 1-4 h. The solvent was concentrated and the residue was partitioned between water (40 mL) and EtOAc (60 mL). The organic phase was washed with dilu... Starting materials: [Cl-].[NH4+] (ammonium chloride), COC([C@@H](N=C(C1=CC=CC=C1)C1=CC=CC=C1)CC1=CC=CC=C1)=O (N-(diphenylmethylene)-L-phenylalanine methyl ester), BrCCl (bromochloromethane), CCCCCC.C(CCC)[Li] (n-butyllithium hexane). Run in O1CCCC1 (tetrahydrofuran). Reaction conditions: temperature -78 celsius, time 35 minute. Product: ClCC([C@H](CC1=CC=CC=C1)N=C(C1=CC=CC=C1)C1=CC=CC=C1)=O ((3S)-1-chloro-3-(diphenylmethylene)amino-4-phenyl-2-butanone). Yield: 99.7%. As a reaction SMILES: C[O:2][C:3](=O)[C@H:4]([CH2:19][C:20]1[CH:25]=[CH:24][CH:23]=[CH:22][CH:21]=1)[N:5]=[C:6]([C:13]1[CH:18]=[CH:17][CH:16]=[CH:15][CH:14]=1)[C:7]1[CH:12]=[CH:11][CH:10]=[CH:9][CH:8]=1.Br[CH2:28][Cl:29].CCCCCC.C([Li])CCC.[Cl-].[NH4+]>O1CCCC1>[Cl:29][CH2:28][C:3](=[O:2])[C@@H:4]([N:5]=[C:6]([C:13]1[CH:18]=[CH:17][CH:16]=[CH:15][CH:14]=1)[C:7]1[CH:12]=[CH:11][CH:10]=[CH:9][CH:8]=1)[CH2:19][C:20]1[CH:21]=[CH:22][CH:23]=[CH:24][CH:25]=1 |f:2.3,4.5|. Reported procedure: N-(diphenylmethylene)-L-phenylalanine methyl ester (3.35 g) and bromochloromethane (0.83 ml) were added to dehydrated tetrahydrofuran (97 ml), and the mixture was cooled to −78° C. Then, a 1.53 M n-butyllithium hexane solution (8.3 ml) was added thereto. The mixture was stirred for 35 minutes. A saturated aqueous solution of ammonium chloride was added to the reaction solution to terminate the reaction. The resulting reaction solution was extracted twice with ethyl acetate at room temperature. T... The reactants are C1(=CC=CC=C1)C1=C2CC(CC2=CC=C1)O (4-phenyl-2-indanol), C1(=CC=CC=C1)C1=C2CCC(C2=CC=C1)O (4-phenyl-1-indanol). Yields the product C1(=CC=CC=C1)C=1C=CC=C2C=CCC12 (7-phenyl-1H-indene). RXN SMILES: [C:1]1([C:7]2[CH:15]=[CH:14][CH:13]=[C:12]3[C:8]=2[CH2:9][CH:10](O)[CH2:11]3)[CH:6]=[CH:5][CH:4]=[CH:3][CH:2]=1.C1(C2C=CC=C3C=2CCC3O)C=CC=CC=1>>[C:1]1([C:7]2[CH:15]=[CH:14][CH:13]=[C:12]3[C:8]=2[CH2:9][CH:10]=[CH:11]3)[CH:6]=[CH:5][CH:4]=[CH:3][CH:2]=1. Procedure details: Under a dry nitrogen atmosphere, a solution of 5.45 g (0.04 mole) of (+)-α-pinene in 15 ml of tetrahydrofuran was stirred and cooled to 0° C. Twenty ml of a 1 M solution of boranetetrahydrofuran complex (0.02 mole) was added slowly, and the reaction mixture was stirred at 0° C. for 1 hour. To this was added dropwise a solution of 3.28 g (0.017 mole) of 7-phenyl-1H-indene in 15 ml of tetrahydrofuran. The reaction mixture was stirred at 0° C. for 2.5 hours, then at room temperature for 2 hours. Th... Reactants: C1CCOC1, CO, O=C1CCCCN1c1ccc([N+](=O)[O-])cn1. Product: Nc1ccc(N2CCCCC2=O)nc1. Reaction SMILES: [CH2:19]1[O:20][CH2:21][CH2:22][CH2:23]1.[CH3:17][OH:18].[N+:1]([O-:2])(=[O:3])[c:4]1[cH:5][cH:6][c:7]([N:10]2[C:11](=[O:16])[CH2:12][CH2:13][CH2:14][CH2:15]2)[n:8][cH:9]1>>[NH2:1][c:4]1[cH:5][cH:6][c:7]([N:10]2[C:11](=[O:16])[CH2:12][CH2:13][CH2:14][CH2:15]2)[n:8][cH:9]1.